This data is from the Open Reaction Database (ORD), a public repository of structured organic reaction records. The task is: describe an organic reaction: reactants, conditions, products, and yield The reactants are OC=1C=CC=2S(C3=CC=CC=C3OC2C1)(=O)=O (3-hydroxyphenoxathiin 10,10-dioxide), C([O-])([O-])=O.[K+].[K+] (potassium carbonate), IC(C)C (2-iodopropane), CC(=O)C (acetone). The solvent is CCCCCC (hexane). Conditions: time 8 hour. The product is C(C)(C)OC=1C=CC=2S(C3=CC=CC=C3OC2C1)(=O)=O (3-isopropoxyphenoxathiin 10,10-dioxide). RXN SMILES: [OH:1][C:2]1[CH:3]=[CH:4][C:5]2[S:6](=[O:17])(=[O:16])[C:7]3[C:12]([O:13][C:14]=2[CH:15]=1)=[CH:11][CH:10]=[CH:9][CH:8]=3.C(=O)([O-])[O-].[K+].[K+].I[CH:25]([CH3:27])[CH3:26].CC(C)=O>CCCCCC>[CH:25]([O:1][C:2]1[CH:3]=[CH:4][C:5]2[S:6](=[O:17])(=[O:16])[C:7]3[C:12]([O:13][C:14]=2[CH:15]=1)=[CH:11][CH:10]=[CH:9][CH:8]=3)([CH3:27])[CH3:26] |f:1.2.3|. Procedure: A mixture of 1.00 gm (0.0043 mole) of 3-hydroxyphenoxathiin 10,10-dioxide (Example 7) 1.48 gm (0.0107 mole) of anhydrous granular potassium carbonate, 5.5 mL of 2-iodopropane (Aldrich Chemical Co.), and 60 mL of acetone were stirred overnight. The acetone was removed under water pump vacuum and the residue mixed with methylene chloride and filtered. The filtrate was washed with 2×200 mL of water and dried over magnesium sulfate. The solvent was removed under water pump vacuum to give an oil. Som... Starting materials: COC(CN)OC (aminoacetaldehyde dimethyl acetal), BrCC(=O)OCC1=CC=CC=C1 (Benzyl bromoacetate). Run in CCOCC (ether). Reaction conditions: time 8 hour. Yields the product COC(CNCC(=O)OCC1=CC=CC=C1)OC ((2,2-Dimethoxyethyl)(2-phenylmethoxy-2-oxoethyl)amine). Reaction SMILES: [CH3:1][O:2][CH:3]([O:6][CH3:7])[CH2:4][NH2:5].Br[CH2:9][C:10]([O:12][CH2:13][C:14]1[CH:19]=[CH:18][CH:17]=[CH:16][CH:15]=1)=[O:11]>CCOCC>[CH3:1][O:2][CH:3]([O:6][CH3:7])[CH2:4][NH:5][CH2:9][C:10]([O:12][CH2:13][C:14]1[CH:19]=[CH:18][CH:17]=[CH:16][CH:15]=1)=[O:11]. Procedure details: A solution of aminoacetaldehyde dimethyl acetal (2.2 ml, 0.04 mole) in ether (10 ml) was cooled to 0° C. Benzyl bromoacetate (1.6 ml, 0.02 mole) was added. After stirring at ambient temperature overnight, the solid aminoacetaldehyde dimethyl acetal hydrobromide was filtered and the solution was concentrated to an oil. Flash chromatography on silica (LPS-1) (40:60 ethyl acetate:hexane eluant) gave 2.2 gms of the purified title compound. Reactants: FC1=C(C(=CC(=C1)C)I)N=C=O (1-fluoro-3-iodo-2-isocyanato-5-methylbenzene), FC1=C(C(=CC(=C1)C)I)N=C=O (1-Fluoro-3-iodo-2-isocyanato-5-methylbenzene), NC1CCN(CC1)C(=O)OC(C)(C)C (4-amino-1-N-Boc piperidine). The solvent is ClCCl (dichloromethane). Conditions: time 1 hour. Yields the product FC1=C(C(=CC(=C1)C)I)NC(=O)NC1CCN(CC1)C(=O)OC(C)(C)C (1,1-Dimethylethyl 4-({[(2-fluoro-6-iodo-4-methylphenyl)amino]-carbonyl}amino)-1-piperidinecarboxylate). RXN SMILES: [F:1][C:2]1[CH:7]=[C:6]([CH3:8])[CH:5]=[C:4]([I:9])[C:3]=1[N:10]=[C:11]=[O:12].[NH2:13][CH:14]1[CH2:19][CH2:18][N:17]([C:20]([O:22][C:23]([CH3:26])([CH3:25])[CH3:24])=[O:21])[CH2:16][CH2:15]1>ClCCl>[F:1][C:2]1[CH:7]=[C:6]([CH3:8])[CH:5]=[C:4]([I:9])[C:3]=1[NH:10][C:11]([NH:13][CH:14]1[CH2:15][CH2:16][N:17]([C:20]([O:22][C:23]([CH3:26])([CH3:25])[CH3:24])=[O:21])[CH2:18][CH2:19]1)=[O:12]. Procedure: A mixture of the crude 1-fluoro-3-iodo-2-isocyanato-5-methylbenzene from description D2, 4-amino-1-N-Boc piperidine (200 mg, 1 mmol), and dichloromethane (3 ml) was stirred at room temperature for 1 h then directly purified by chromatography on silica gel eluting with 0 to 10% methanol in dichloromethane. Further purification by MDAP (mass-directed auto-purification) gave the title compound 300 mg. Starting materials: C(Cl)Cl (DCM), CN1C(=NC=C1)C(C)NC(=O)C1=CN(C2=NC=C(N=C21)C2=NN(C1=CC(=CC=C21)Cl)C)COCC[Si](C)(C)C (2-(6-Chloro-1-methyl-1H-indazol-3-yl)-5-(2-trimethylsilanyl-ethoxymethyl)-5H-pyrrolo[2,3-b]pyrazine-7-carboxylic acid [1-(1-methyl-1H-imidazol-2-yl)-ethyl]-amide), C(CN)N (ethylenediamine). Run in C(=O)(C(F)(F)F)O (TFA). Reaction conditions: time 8 hour. Yields the product CN1C(=NC=C1)C(C)NC(=O)C1=CNC2=NC=C(N=C21)C2=NN(C1=CC(=CC=C21)Cl)C (2-(6-chloro-1-methyl-1H-indazol-3-yl)-5H-pyrrolo[2,3-b]pyrazine-7-carboxylic acid [1-(1-methyl-1H-imidazol-2-yl)-ethyl]-amide). Yield: 0.0%. Reaction SMILES: [CH3:1][N:2]1[CH:6]=[CH:5][N:4]=[C:3]1[CH:7]([NH:9][C:10]([C:12]1[C:20]2[C:15](=[N:16][CH:17]=[C:18]([C:21]3[C:29]4[C:24](=[CH:25][C:26]([Cl:30])=[CH:27][CH:28]=4)[N:23]([CH3:31])[N:22]=3)[N:19]=2)[N:14](COCC[Si](C)(C)C)[CH:13]=1)=[O:11])[CH3:8].C(Cl)Cl.C(N)CN>C(O)(C(F)(F)F)=O>[CH3:1][N:2]1[CH:6]=[CH:5][N:4]=[C:3]1[CH:7]([NH:9][C:10]([C:12]1[C:20]2[C:15](=[N:16][CH:17]=[C:18]([C:21]3[C:29]4[C:24](=[CH:25][C:26]([Cl:30])=[CH:27][CH:28]=4)[N:23]([CH3:31])[N:22]=3)[N:19]=2)[NH:14][CH:13]=1)=[O:11])[CH3:8]. Reported procedure: 2-(6-Chloro-1-methyl-1H-indazol-3-yl)-5-(2-trimethylsilanyl-ethoxymethyl)-5H-pyrrolo[2,3-b]pyrazine-7-carboxylic acid [1-(1-methyl-1H-imidazol-2-yl)-ethyl]-amide (300 mg, 0.531 mol) was dissolved in a 4:6 solution of TFA:DCM (142 mL). After stirring at room temperature overnight, the volatiles were removed under reduced pressure. The crude material was then dissolved in dichloromethane and treated with ethylenediamine (319 mg, 5.31 mmol). After stirring at room temperature overnight, the precipi... Starting materials: C(C=C)N(S(=O)(=O)C=1C=NC(=CC1)N1C([C@H](CC1)N1CCCC2=CC(=CC=C12)Cl)=O)C=1SC=CN1 ((S)-N-allyl-6-(3-(6-chloro-3,4-dihydroquinolin-1(2H)-yl)-2-oxopyrrolidin-1-yl)-N-(thiazol-2-yl)pyridine-3-sulfonamide), CN1C(=O)N(C(=O)CC1=O)C (1,3-dimethylbarbituric acid). Reagents/catalysts: C1(=CC=CC=C1)P(C1=CC=CC=C1)C1=CC=CC=C1.C1(=CC=CC=C1)P(C1=CC=CC=C1)C1=CC=CC=C1.C1(=CC=CC=C1)P(C1=CC=CC=C1)C1=CC=CC=C1.C1(=CC=CC=C1)P(C1=CC=CC=C1)C1=CC=CC=C1.[Pd] (palladium-tetrakis(triphenylphosphine)). Solvent: C(C)#N (Acetonitrile). Run at temperature 60 celsius. Yields the product ClC=1C=C2CCCN(C2=CC1)[C@@H]1C(N(CC1)C1=CC=C(C=N1)S(=O)(=O)NC=1SC=CN1)=O ((S)-6-(3-(6-chloro-3,4-dihydroquinolin-1(2H)-yl)-2-oxopyrrolidin-1-yl)-N-(thiazol-2-yl)pyridine-3-sulfonamide). RXN SMILES: C([N:4]([C:31]1[S:32][CH:33]=[CH:34][N:35]=1)[S:5]([C:8]1[CH:9]=[N:10][C:11]([N:14]2[CH2:18][CH2:17][C@H:16]([N:19]3[C:28]4[C:23](=[CH:24][C:25]([Cl:29])=[CH:26][CH:27]=4)[CH2:22][CH2:21][CH2:20]3)[C:15]2=[O:30])=[CH:12][CH:13]=1)(=[O:7])=[O:6])C=C.CN1C(=O)CC(=O)N(C)C1=O>C1(P(C2C=CC=CC=2)C2C=CC=CC=2)C=CC=CC=1.C1(P(C2C=CC=CC=2)C2C=CC=CC=2)C=CC=CC=1.C1(P(C2C=CC=CC=2)C2C=CC=CC=2)C=CC=CC=1.C1(P(C2C=CC=CC=2)C2C=CC=CC=2)C=CC=CC=1.[Pd].C(#N)C>[Cl:29][C:25]1[CH:24]=[C:23]2[C:28](=[CH:27][CH:26]=1)[N:19]([C@H:16]1[CH2:17][CH2:18][N:14]([C:11]3[N:10]=[CH:9][C:8]([S:5]([NH:4][C:31]4[S:32][CH:33]=[CH:34][N:35]=4)(=[O:6])=[O:7])=[CH:13][CH:12]=3)[C:15]1=[O:30])[CH2:20][CH2:21][CH2:22]2 |f:2.3.4.5.6|. Procedure details: Prepared using General Procedure 5. The (S)-N-allyl-6-(3-(6-chloro-3,4-dihydroquinolin-1(2H)-yl)-2-oxopyrrolidin-1-yl)-N-(thiazol-2-yl)pyridine-3-sulfonamide (94 mg, 0.18 mmol), 1,3-dimethylbarbituric acid (166 mg, 1.06 mmol), and palladium-tetrakis(triphenylphosphine) (42 mg, 0.036 mmol) were combined in a flask and the flask placed under N2. Acetonitrile (1.2 mL) was then added and the suspension was heated to 60° C. After 1.5 hours the suspension was filtered and concentrated. The residue was... The reactants are C1CCOC1, CO, NN, O=C1c2ccccc2C(=O)N1CCOc1ccc(C=CC(=O)N2CCc3c([nH]c4ccccc34)C2c2ccc3c(c2)CCO3)cc1. Yields the product NCCOc1ccc(C=CC(=O)N2CCc3c([nH]c4ccccc34)C2c2ccc3c(c2)CCO3)cc1. RXN SMILES: [CH2:47]1[O:48][CH2:49][CH2:50][CH2:51]1.[CH3:54][OH:55].[NH2:52][NH2:53].[O:1]1[CH2:2][CH2:3][c:4]2[c:5]1[cH:6][cH:7][c:8]([CH:10]1[N:11]([C:23]([CH:24]=[CH:25][c:26]3[cH:27][cH:28][c:29]([O:30][CH2:31][CH2:32][N:33]4[C:34](=[O:35])[c:36]5[c:37]([cH:38][cH:39][cH:40][cH:41]5)[C:42]4=[O:43])[cH:44][cH:45]3)=[O:46])[CH2:12][CH2:13][c:14]3[c:15]4[cH:16][cH:17][cH:18][cH:19][c:20]4[nH:21][c:22]31)[cH:9]2>>[O:1]1[CH2:2][CH2:3][c:4]2[c:5]1[cH:6][cH:7][c:8]([CH:10]1[N:11]([C:23]([CH:24]=[CH:25][c:26]3[cH:27][cH:28][c:29]([O:30][CH2:31][CH2:32][NH2:33])[cH:44][cH:45]3)=[O:46])[CH2:12][CH2:13][c:14]3[c:15]4[cH:16][cH:17][cH:18][cH:19][c:20]4[nH:21][c:22]31)[cH:9]2. The product is NC(=O)c1ccccc1. RXN SMILES: [CH3:5][O:6][c:7]1[cH:8][cH:9][cH:10][cH:11][cH:12]1.[NH2:1][C:2]([OH:3])=[O:4].[OH:13][C:14]([C:15]([F:16])([F:17])[F:18])=[O:19]>>[NH2:1][C:2](=[O:4])[c:7]1[cH:8][cH:9][cH:10][cH:11][cH:12]1. Starting materials: COc1ccccc1, NC(=O)O, O=C(O)C(F)(F)F.